This data is from the Open Reaction Database (ORD), a public repository of structured organic reaction records. The task is: describe an organic reaction: reactants, conditions, products, and yield The reactants are ClC1=CC=C(C=C1)C(C)NC(COC)=O (racemic N-[1-(4-chloro-phenyl)-ethyl]-methoxy-acetamide), aqueous solution, P(=O)(O)(O)[O-].[Na+].P(=O)(O)(O)[O-].[Na+].[Na+].P(=O)(O)(O)[O-] (sodium dihydrogen phosphate disodium dihydrogen phosphate). Reaction conditions: temperature 40 celsius, time 48 hour. Yields the product ClC1=CC=C(C=C1)[C@@H](C)N ((R)-1-(4-chloro-phenyl)-ethyl-amine). RXN SMILES: [Cl:1][C:2]1[CH:7]=[CH:6][C:5]([CH:8]([NH:10]C(=O)COC)[CH3:9])=[CH:4][CH:3]=1.P([O-])(O)(O)=O.[Na+].P([O-])(O)(O)=O.[Na+].[Na+].P([O-])(O)(O)=O>>[Cl:1][C:2]1[CH:7]=[CH:6][C:5]([C@H:8]([NH2:10])[CH3:9])=[CH:4][CH:3]=1 |f:1.2.3.4.5.6|. Reported procedure: A mixture of 200 mg (0.88 mmol) of racemic N-[1-(4-chloro-phenyl)-ethyl]-methoxy-acetamide and 50 U of Candida antarctica lipase (Novozym 435®) was made up to a volume of 7 ml using a 50 mM aqueous solution of sodium dihydrogen phosphate/disodium dihydrogen phosphate buffer mixture. The reaction mixture, which had a pH value of 8, was shaken at 40° C. for 48 hours. The reaction mixture was then extracted three times with di-isopropyl-ether. The combined organic phases were concentrated under red... The reactants are [H-], CI, [Na+], CN(C)C=O, O, N#Cc1cnc2[nH]ccc2c1. Yields the product Cn1ccc2cc(C#N)cnc21. RXN SMILES: [H-:13].[I:14][CH3:15].[Na+:12].[O:17]=[CH:18][N:19]([CH3:20])[CH3:21].[OH2:16].[nH:1]1[cH:2][cH:3][c:4]2[c:5]1[n:6][cH:7][c:8]([C:10]#[N:11])[cH:9]2>>[n:1]1([CH3:15])[cH:2][cH:3][c:4]2[c:5]1[n:6][cH:7][c:8]([C:10]#[N:11])[cH:9]2. Reactants: [N+](=O)([O-])C=1C=C(CBr)C=CC1 (3-nitrobenzylbromide), C1(=CC=CC=C1)P(C1=CC=CC=C1)C1=CC=CC=C1 (triphenylphosphine). Solvent: C1(=CC=CC=C1)C (toluene). Product: [Br-].[N+](=O)([O-])C=1C=C(C[P+](C2=CC=CC=C2)(C2=CC=CC=C2)C2=CC=CC=C2)C=CC1 (3-Nitrobenzyltriphenylphosphonium bromide). Reaction SMILES: [N+:1]([C:4]1[CH:5]=[C:6]([CH:9]=[CH:10][CH:11]=1)[CH2:7][Br:8])([O-:3])=[O:2].[C:12]1([P:18]([C:25]2[CH:30]=[CH:29][CH:28]=[CH:27][CH:26]=2)[C:19]2[CH:24]=[CH:23][CH:22]=[CH:21][CH:20]=2)[CH:17]=[CH:16][CH:15]=[CH:14][CH:13]=1>C1(C)C=CC=CC=1>[Br-:8].[N+:1]([C:4]1[CH:5]=[C:6]([CH:9]=[CH:10][CH:11]=1)[CH2:7][P+:18]([C:19]1[CH:20]=[CH:21][CH:22]=[CH:23][CH:24]=1)([C:25]1[CH:30]=[CH:29][CH:28]=[CH:27][CH:26]=1)[C:12]1[CH:13]=[CH:14][CH:15]=[CH:16][CH:17]=1)([O-:3])=[O:2] |f:3.4|. Reported procedure: A solution of 3-nitrobenzylbromide (5 gm, 23 mmol) and triphenylphosphine (6.1 gm, 23 mmol) were stirred in toluene at 75° C. for 6 hr. After cooling to rt, the crystalline product was isolated by filtration. The product was washed with toluene and dried in vacuo. Starting materials: O.NN (Hydrazine hydrate), C(C)OC(C(CC(CCC=C(C)C)=O)=O)=O (8-Methyl-2,4-dioxonon-7-enoic acid ethyl ester). The solvent is CCO (EtOH). Product: C(C)OC(=O)C1=NNC(=C1)CCC=C(C)C (5-(4-Methylpent-3-enyl)-1H-pyrazole-3-carboxylic acid ethyl ester). As a reaction SMILES: O.[NH2:2][NH2:3].[CH2:4]([O:6][C:7](=[O:19])[C:8](=O)[CH2:9][C:10](=O)[CH2:11][CH2:12][CH:13]=[C:14]([CH3:16])[CH3:15])[CH3:5]>CCO>[CH2:4]([O:6][C:7]([C:8]1[CH:9]=[C:10]([CH2:11][CH2:12][CH:13]=[C:14]([CH3:16])[CH3:15])[NH:3][N:2]=1)=[O:19])[CH3:5] |f:0.1|. Procedure details: Hydrazine hydrate (0.41 mL, 8.48 mmol) was added to a stirring room temperature solution of 49 (0.1.9190 g, 8.48 mmol) in EtOH (8.5 mL, 1 M) under N2. The reaction was then heated to reflux until judged complete by HPLC (½ h): The reaction was concentrated and purified by silica gel chromatography (Combiflash column, 96:4 Hexanes:2N NH3 in EtOH): 1H (CDCl3, 400 MHz): δ 12.73 (1H, broad s), 6.57 (1H, s), 5.09 (1H, t, J=6.8 Hz), 4.32 (2H, q, J=7.1 Hz), 2.70 (2H, t, J=7.5 Hz), 2.29 (2H, q, J=7.5 Hz... Starting materials: C1(CCCCC1)O (cyclohexanol), [H-].[Na+] (sodium hydride), CN1C(CCC1)=O (1-methyl-2-pyrrolidinone), ClC1=NC=CC(=C1)C#N (2-chloro-4-cyanopyridine). Solvent: O (water). Run at temperature 100 celsius, time 5 minute. Yields the product C1(CCCCC1)OC1=CC(=NC=C1)C#N (4-Cyclohexyloxypyridine-2-carbonitrile). The yield is 76.0%. As a reaction SMILES: [CH:1]1([OH:7])[CH2:6][CH2:5][CH2:4][CH2:3][CH2:2]1.[H-].[Na+].Cl[C:11]1[CH:16]=[C:15](C#N)[CH:14]=[CH:13][N:12]=1.[CH3:19][N:20]1CCCC1=O>O>[CH:1]1([O:7][C:15]2[CH:14]=[CH:13][N:12]=[C:11]([C:19]#[N:20])[CH:16]=2)[CH2:6][CH2:5][CH2:4][CH2:3][CH2:2]1 |f:1.2|. Reported procedure: To a stirred solution of cyclohexanol (2.84 g, 3.00 mL, 2.84 mmol) in 1-methyl-2-pyrrolidinone (20 mL) was added sodium hydride (1.19 g of 60% dispersion, 29.8 mmol) in small portions over 5 minutes. After stirring for an additional 5 minutes, 2-chloro-4-cyanopyridine (3.75 g, 27.0 mmol) was added and the resulting red-brown solution was heated at 100° C. for 10 minutes. The reaction mixture then was poured onto ice. The mixture was diluted with water and extracted with ether. The combined organ... The reactants are C(C=C)OC1=C(C=C(C=C1)C(C)(C)C)C(C(=O)O)C1=CC=CC=C1 (2-(2-allyloxy-5-tert-butylphenyl)-2-phenylacetic acid), C(C=C)OC1=C(C=C(C=C1)C(C)(C)C)C(C(=O)O)C1=CC=CC=C1 (2-(2-allyloxy-5-tert-butylphenyl)-2-phenylacetic acid), C(CCCCCCCCCCCCCCCCC)O (stearyl alcohol), ClCCl (dichloromethane), C1(CCCCC1)N=C=NC1CCCCC1 (N,N'-dicyclohexylcarbodiimide). The reagents and catalysts are CN(C1=CC=NC=C1)C (4-dimethylaminopyridine). Conditions: time 60 hour. Product: C(C=C)OC1=C(C=C(C=C1)C(C)(C)C)C(C(=O)OCCCCCCCCCCCCCCCCCC)C1=CC=CC=C1 (stearyl 2-(2-allyloxy-5-tert-butylphenyl)-2-phenylacetate). The yield is 69.3%. RXN SMILES: [CH2:1]([O:4][C:5]1[CH:10]=[CH:9][C:8]([C:11]([CH3:14])([CH3:13])[CH3:12])=[CH:7][C:6]=1[CH:15]([C:19]1[CH:24]=[CH:23][CH:22]=[CH:21][CH:20]=1)[C:16]([OH:18])=[O:17])[CH:2]=[CH2:3].[CH2:25](O)[CH2:26][CH2:27][CH2:28][CH2:29][CH2:30][CH2:31][CH2:32][CH2:33][CH2:34][CH2:35][CH2:36][CH2:37][CH2:38][CH2:39][CH2:40][CH2:41][CH3:42].ClCCl.C1(N=C=NC2CCCCC2)CCCCC1>CN(C)C1C=CN=CC=1>[CH2:1]([O:4][C:5]1[CH:10]=[CH:9][C:8]([C:11]([CH3:14])([CH3:13])[CH3:12])=[CH:7][C:6]=1[CH:15]([C:19]1[CH:20]=[CH:21][CH:22]=[CH:23][CH:24]=1)[C:16]([O:18][CH2:42][CH2:41][CH2:40][CH2:39][CH2:38][CH2:37][CH2:36][CH2:35][CH2:34][CH2:33][CH2:32][CH2:31][CH2:30][CH2:29][CH2:28][CH2:27][CH2:26][CH3:25])=[O:17])[CH:2]=[CH2:3]. Reported procedure: A solution of 3.24 g (10.0 mmol) of 2-(2-allyloxy-5-tert-butylphenyl)-2-phenylacetic acid (compound (105), Example 2) and 2.70 g (10.0 mmol) of stearyl alcohol (1-octadecanol) in 25 mol of dichloromethane is treated with 100 mg (0.82 mmol) of 4-dimethylaminopyridine and 2.20 g (10.7 mmol) of N,N'-dicyclohexylcarbodiimide, and the mixture is stirred for 60 hours at room temperature. The reaction mixture is filtered and concentrated on a vacuum rotary evaporator. Chromatography of the residue from...